This data is from the Open Reaction Database (ORD), a public repository of structured organic reaction records. The task is: describe an organic reaction: reactants, conditions, products, and yield The reactants are [Al+3], [H-], [H-], [H-], [H-], [Li+], COC(=O)c1cccc(Nc2ccccc2)c1, C1CCOC1. Product: OCc1cccc(Nc2ccccc2)c1. RXN SMILES: [Al+3:19].[H-:18].[H-:21].[H-:22].[H-:23].[Li+:20].[NH:1]([c:2]1[cH:3][cH:4][cH:5][cH:6][cH:7]1)[c:8]1[cH:9][c:10]([C:11](=[O:12])[O:13][CH3:14])[cH:15][cH:16][cH:17]1.[O:24]1[CH2:25][CH2:26][CH2:27][CH2:28]1>>[NH:1]([c:2]1[cH:3][cH:4][cH:5][cH:6][cH:7]1)[c:8]1[cH:9][c:10]([CH2:11][OH:12])[cH:15][cH:16][cH:17]1. Starting materials: C(C(=O)Cl)(=O)Cl (Oxalyl chloride), C(N)(OCCCC)=O (butyl carbamate). Run in C(Cl)(Cl)Cl (chloroform). Yields the product C(CCC)OC(=O)N=C=O (butoxycarbonyl isocyanate). RXN SMILES: C(Cl)(=O)[C:2](Cl)=[O:3].[C:7](=[O:14])([O:9][CH2:10][CH2:11][CH2:12][CH3:13])[NH2:8]>C(Cl)(Cl)Cl>[CH2:10]([O:9][C:7]([N:8]=[C:2]=[O:3])=[O:14])[CH2:11][CH2:12][CH3:13]. Procedure: Oxalyl chloride (25.0 g., 0.2 mol.) is added to a suspension of 16.4 g. (0.14 mol.) of butyl carbamate in 75 ml. of chloroform. After cessation of gas evolution, the reaction mixture is refluxed in a nitrogen atmosphere for 12 hours. The mixture is cooled, filtered and the filtrate is distilled in vacuo to give butoxycarbonyl isocyanate. The reactants are C(CCC)NC(=O)N (N-butylurea), C(C)OCC (diethyl ether), solution, [H-].[Al+3].[Li+].[H-].[H-].[H-] (lithium aluminum hydride), CCOCC (ether), S([O-])(O)(=O)=O.[K+] (potassium bisulfate). Run in O (water). Run at temperature 0 celsius, time 8 hour. The product is 5.40, C(CCC)N1C(NC(=C1)CCCC)=O (3,5-dibutylimidazol-2-one). Yield: 85.0%. As a reaction SMILES: [CH2:1]([NH:5][C:6]([NH2:8])=[O:7])[CH2:2][CH2:3][CH3:4].[H-].[Al+3].[Li+].[H-].[H-].[H-].S(=O)(=O)(O)[O-].[K+].C(O[CH2:24][CH3:25])C>O>[CH2:1]([N:5]1[CH:1]=[C:2]([CH2:3][CH2:4][CH2:24][CH3:25])[NH:8][C:6]1=[O:7])[CH2:2][CH2:3][CH3:4] |f:1.2.3.4.5.6,7.8|. Procedure: Under nitrogen, a stirred solution of 10.0 g (36.5 mmol) of N--t--Boc--L--norleucine-N-methoxy-N-methylamide from Step 2 in 100 mL of methylene chloride at 0° C. was treated with 100 mL of trifluoroacetic acid (TFA). The reaction was allowed to warm to ambient temperature and stir. After 2 h, the reaction was concentrated in vacuo to give the TFA salt of L-norleucine-N-methoxy-N-methylamide as a viscous colorless oil: NMR (CDCl3) δ 0.88 (t, J=7 Hz, 3H), 1.30-1.40 (m, 4H), 1.88 (t, J=7 Hz, 2H), 3... The reactants are CSC1=NCCN1, CS(=O)(=O)Cl. The product is CSC1=NCCN1S(C)(=O)=O. RXN SMILES: [CH3:1][S:2][C:3]1=[N:7][CH2:6][CH2:5][NH:4]1.[CH3:8][S:9]([Cl:10])(=[O:11])=[O:12]>>[CH3:1][S:2][C:3]1=[N:4][CH2:5][CH2:6][N:7]1[S:9]([CH3:8])(=[O:11])=[O:12]. The reactants are BrC1=CC=CC(=N1)C(CCCC)O (1-(6-bromo-2-pyridinyl)-1-pentanol), OC1=CC(=C(OCC(=O)OCC)C=C1)CC (ethyl (4-hydroxy-2-ethylphenoxy)acetate), ice water, C1CCN(CC1)C(=O)N=NC(=O)N2CCCCC2 (ADDP), P(CCCC)(CCCC)CCCC (nBu3P). Run in C1CCOC1 (THF). Product: BrC1=CC=CC(=N1)C(CCCC)OC1=CC(=C(C=C1)OCC(=O)OCC)CC (Ethyl [(4-{[1-(6-bromo-2-pyridinyl)pentyl]oxy}-2-ethylphenyl)oxy]acetate). The yield is 66.8%. Reaction SMILES: [Br:1][C:2]1[N:7]=[C:6]([CH:8]([OH:13])[CH2:9][CH2:10][CH2:11][CH3:12])[CH:5]=[CH:4][CH:3]=1.O[C:15]1[CH:27]=[CH:26][C:18]([O:19][CH2:20][C:21]([O:23][CH2:24][CH3:25])=[O:22])=[C:17]([CH2:28][CH3:29])[CH:16]=1.C1CCN(C(N=NC(N2CCCCC2)=O)=O)CC1.P(CCCC)(CCCC)CCCC>C1COCC1>[Br:1][C:2]1[N:7]=[C:6]([CH:8]([O:13][C:15]2[CH:27]=[CH:26][C:18]([O:19][CH2:20][C:21]([O:23][CH2:24][CH3:25])=[O:22])=[C:17]([CH2:28][CH3:29])[CH:16]=2)[CH2:9][CH2:10][CH2:11][CH3:12])[CH:5]=[CH:4][CH:3]=1. Procedure: To a stirred solution of 1-(6-bromo-2-pyridinyl)-1-pentanol (250 mg, 1.02 mmol) and ethyl (4-hydroxy-2-ethylphenoxy)acetate (230 mg, 1.02 mmol) in dry THF (21 mL) at 0° C. (ice/water bath) under nitrogen was added ADDP (517 mg, 2.04 mmol) followed by nBu3P (510 μL, 2.04 mmol) drop-wise. The mixture was stirred with slow warming to rt over 18 hours and then concentrated under vacuum, diluted with EtOAc (150 mL) and washed with water (3×75 mL), dried (MgSO4), filtered and reduced to give an oil. P...